describe an organic reaction: reactants, conditions, products, and yield From a dataset of the Open Reaction Database (ORD), a public repository of structured organic reaction records. The reactants are [OH-].[Na+] (sodium hydroxide), FC1=CC=C(C=C1)C(CO)CCO (2-(4-fluorophenyl)-1,4-butanediol), NCC(=O)O (glycine), C1=CC(=C[N+](=C1)[C@H]2[C@@H]([C@@H]([C@H](O2)COP(=O)([O-])OP(=O)(O)OC[C@@H]3[C@H]([C@H]([C@@H](O3)N4C=NC5=C4N=CN=C5N)O)O)O)O)C(=O)N (β-NAD+), [OH-].[Na+] (sodium hydroxide), NCC(=O)O (Glycine), COC=1C=CC(=CC1)C=O (anisaldehyde), [OH-].[Na+] (sodium hydroxide), [OH-].[Na+] (sodium hydroxide), alcohol. Run in CC(=O)C (acetone), C(C)O (ethanol), O (water), C(Cl)Cl (methylene chloride). Yields the product FC1=CC=C(C=C1)[C@@H]1C(=O)OCC1 ((2R)-2-(4-fluorophenyl)butyrolactone). RXN SMILES: NCC(O)=O.[OH-].[Na+].[F:8][C:9]1[CH:14]=[CH:13][C:12]([CH:15]([CH2:18][CH2:19][OH:20])[CH2:16][OH:17])=[CH:11][CH:10]=1.C1C=[N+]([C@@H]2O[C@H](COP(OP(OC[C@H]3O[C@@H](N4C5N=CN=C(N)C=5N=C4)[C@H](O)[C@@H]3O)(O)=O)([O-])=O)[C@@H](O)[C@H]2O)C=C(C(N)=O)C=1.COC1C=CC(C=O)=CC=1>O.CC(C)=O.C(O)C.C(Cl)Cl>[F:8][C:9]1[CH:10]=[CH:11][C:12]([C@H:15]2[CH2:18][CH2:19][O:20][C:16]2=[O:17])=[CH:13][CH:14]=1 |f:1.2|. Reported procedure: Glycine (18.8 grams) is dissolved in 2 liters of deionized water, and the pH is adjusted by the addition of 10% sodium hydroxide to 9.0. 2-(4-fluorophenyl)-1,4-butanediol (10.0 grams) is dissolved in 150 ml of acetone added to the glycine solution with stirring, followed by the addition of β-NAD+ (Sigma, 0.5 grams). To the resulting solution is added horse liver alcohol dehydrogenase (Sigma, 250 mg, approximately 400 units). After the enzyme has dissolved the pH is readjusted to 9.0 with 10% sod... Starting materials: C([O-])(O)=O.[Na+] (sodium bicarbonate), ClC1=NC=2N([C@@H](C(N(C2C=N1)C)=O)CC)C1CCCC1 ((7R)-2-chloro-8-cyclopentyl-7-ethyl-5-methyl-5H-pteridin-6-one), C1(=CC=C(C=C1)S(=O)(=O)O)C (p-toluenesulfonic acid), NC=1C=CC(=C2CC(OC21)(C)C)C(=O)OC (methyl 7-amino-2,2-dimethyl-3H-benzofuran-4-carboxylate). Run in CC(CC(C)C)O (1,3-dimethyl-butanol). Product: C1(CCCC1)N1[C@@H](C(N(C=2C=NC(=NC12)NC=1C=CC(=C2CC(OC21)(C)C)C(=O)OC)C)=O)CC (methyl 7-[[(7R)-8-cyclopentyl-7-ethyl-5-methyl-6-oxo-7H-pteridin-2-yl]amino]-2,2-dimethyl-3H-benzofuran-4-carboxylate). Isolated yield 106.7%. As a reaction SMILES: [NH2:1][C:2]1[CH:3]=[CH:4][C:5]([C:13]([O:15][CH3:16])=[O:14])=[C:6]2[C:10]=1[O:9][C:8]([CH3:12])([CH3:11])[CH2:7]2.Cl[C:18]1[N:27]=[CH:26][C:25]2[N:24]([CH3:28])[C:23](=[O:29])[C@@H:22]([CH2:30][CH3:31])[N:21]([CH:32]3[CH2:36][CH2:35][CH2:34][CH2:33]3)[C:20]=2[N:19]=1.C1(C)C=CC(S(O)(=O)=O)=CC=1.C(=O)(O)[O-].[Na+]>CC(O)CC(C)C>[CH:32]1([N:21]2[C:20]3[N:19]=[C:18]([NH:1][C:2]4[CH:3]=[CH:4][C:5]([C:13]([O:15][CH3:16])=[O:14])=[C:6]5[C:10]=4[O:9][C:8]([CH3:12])([CH3:11])[CH2:7]5)[N:27]=[CH:26][C:25]=3[N:24]([CH3:28])[C:23](=[O:29])[C@H:22]2[CH2:30][CH3:31])[CH2:33][CH2:34][CH2:35][CH2:36]1 |f:3.4|. Reported procedure: Methyl 7-amino-2,2-dimethyl-3H-benzofuran-4-carboxylate 4d (770 mg, 3.48 mmol) was dissolved in 20 mL of 1,3-dimethyl-butanol followed by the addition of (7R)-2-chloro-8-cyclopentyl-7-ethyl-5-methyl-5H-pteridin-6-one 1o (1.23 g, 4.18 mmol) and p-toluenesulfonic acid (1.06 g, 5.57 mmol) successively. The reaction solution was heated to reflux for 2 hours with stirring. The resulting solution was added with 50 mL of saturated sodium bicarbonate solution, extracted with ethyl acetate (50 mL×3). The... Starting materials: NC1=NC(=CC=C1NC(=O)OCC)NCC1=CC=C(C=C1)F (2-amino-3-carbethoxyamino-6-(4-fluoro-benzylamino)-pyridine), C(CC)(=O)O (propionic acid). Run in C(C)(C)O (isopropanol). Reaction conditions: temperature 60 celsius. The product is CCOC(=O)NC=1C=CC(=NC1N)NCC=2C=CC(=CC2)F.C(CC)(=O)[O-] (flupirtine propionate). As a reaction SMILES: [NH2:1][C:2]1[C:7]([NH:8][C:9]([O:11][CH2:12][CH3:13])=[O:10])=[CH:6][CH:5]=[C:4]([NH:14][CH2:15][C:16]2[CH:21]=[CH:20][C:19]([F:22])=[CH:18][CH:17]=2)[N:3]=1.[C:23]([OH:27])(=[O:26])[CH2:24][CH3:25]>C(O)(C)C>[CH3:13][CH2:12][O:11][C:9]([NH:8][C:7]1[CH:6]=[CH:5][C:4]([NH:14][CH2:15][C:16]2[CH:21]=[CH:20][C:19]([F:22])=[CH:18][CH:17]=2)=[N:3][C:2]=1[NH2:1])=[O:10].[C:23]([O-:27])(=[O:26])[CH2:24][CH3:25] |f:3.4|. Procedure details: Under nitrogen atmosphere 30 g of 2-amino-3-carbethoxyamino-6-(4-fluoro-benzylamino)-pyridine and 7.5 g of propionic acid were added to 500 ml of isopropanol. The mixture was heated to 60° C. A transparent solution of flupirtine propionate was formed and was kept for 30 min at 50° C. The solution was filtered at 20° C. and crystallisation occurred while cooling the solution down to −5° C. for 12 h. The product was collected by filtration and dried at reduced pressure at room temperature for 12 h... Starting materials: ClC1=CC2=C(C=N1)C=NN2 (6-chloro-1H-pyrazolo[4,3-c]pyridine), O1CCCC=C1 (dihydropyran), C1CCOC1 (THF), CS(=O)(=O)O (methanesulfonic acid). The solvent is C(Cl)Cl (methylene chloride). Run at time 2 hour. Product: ClC1=CC2=C(C=N1)C=NN2C2OCCCC2 (6-chloro-1-(tetrahydro-2H-pyran-2-yl)-1H-pyrazolo[4,3-c]pyridine). Isolated yield 112.2%. RXN SMILES: [Cl:1][C:2]1[N:7]=[CH:6][C:5]2[CH:8]=[N:9][NH:10][C:4]=2[CH:3]=1.C1COCC1.CS(O)(=O)=O.[O:21]1[CH:26]=[CH:25][CH2:24][CH2:23][CH2:22]1>C(Cl)Cl>[Cl:1][C:2]1[N:7]=[CH:6][C:5]2[CH:8]=[N:9][N:10]([CH:22]3[CH2:23][CH2:24][CH2:25][CH2:26][O:21]3)[C:4]=2[CH:3]=1. Reported procedure: At r.t. to a suspension of 6-chloro-1H-pyrazolo[4,3-c]pyridine (0.5 g, 3 mmol) (Frontier Cat. No. Z13659) in methylene chloride (3 mL) and THF (1 mL) was added methanesulfonic acid (42 μL, 0.65 mmol), followed by dihydropyran (0.89 mL, 9.8 mmol). The mixture was stirred at r.t. for 2 h., and then at 50° C. overnight. After cooling the mixture was concentrated under reduced pressure. The residue was purified by flash chromatography on a silica gel column with ethyl acetate in hexanes (0-50%) to a... Reactants: C1CCOC1, [Li]C, COc1ccc(F)cc1C(C)(C)CC(=O)N1CCOCC1. The product is COc1ccc(F)cc1C(C)(C)CC(C)=O. As a reaction SMILES: [CH2:24]1[O:25][CH2:26][CH2:27][CH2:28]1.[CH3:22][Li:23].[F:1][c:2]1[cH:3][cH:4][c:5]([O:20][CH3:21])[c:6]([C:8]([CH2:9][C:10](=[O:11])[N:12]2[CH2:13][CH2:14][O:15][CH2:16][CH2:17]2)([CH3:18])[CH3:19])[cH:7]1>>[F:1][c:2]1[cH:3][cH:4][c:5]([O:20][CH3:21])[c:6]([C:8]([CH2:9][C:10](=[O:11])[CH3:22])([CH3:18])[CH3:19])[cH:7]1.